Dataset: the Open Reaction Database (ORD), a public repository of structured organic reaction records. Task: describe an organic reaction: reactants, conditions, products, and yield The reactants are Cn1c(COc2ccc(CC3SC(=O)N(C(c4ccccc4)(c4ccccc4)c4ccccc4)C3=O)cc2)nc2ccc(-c3ccccc3)nc21, CC(=O)O, CCOC(C)=O, O. Yields the product Cn1c(COc2ccc(CC3SC(=O)NC3=O)cc2)nc2ccc(-c3ccccc3)nc21. As a reaction SMILES: [CH3:1][n:2]1[c:3]([CH2:17][O:18][c:19]2[cH:20][cH:21][c:22]([CH2:23][CH:24]3[C:25](=[O:49])[N:26]([C:30]([c:31]4[cH:32][cH:33][cH:34][cH:35][cH:36]4)([c:37]4[cH:38][cH:39][cH:40][cH:41][cH:42]4)[c:43]4[cH:44][cH:45][cH:46][cH:47][cH:48]4)[C:27](=[O:29])[S:28]3)[cH:50][cH:51]2)[n:4][c:5]2[c:6]1[n:7][c:8](-[c:11]1[cH:12][cH:13][cH:14][cH:15][cH:16]1)[cH:9][cH:10]2.[CH3:52][C:53](=[O:54])[OH:55].[CH3:57][CH2:58][O:59][C:60](=[O:61])[CH3:62].[OH2:56]>>[CH3:1][n:2]1[c:3]([CH2:17][O:18][c:19]2[cH:20][cH:21][c:22]([CH2:23][CH:24]3[C:25](=[O:49])[NH:26][C:27](=[O:29])[S:28]3)[cH:50][cH:51]2)[n:4][c:5]2[c:6]1[n:7][c:8](-[c:11]1[cH:12][cH:13][cH:14][cH:15][cH:16]1)[cH:9][cH:10]2. Reactants: CCOC(=O)/N=N/C(=O)OCC (DEAD), C(C)(C)(C)OC(=O)N1CCN(CC1)C=1C(=NC=CN1)OCCO (2-[3-(4-tert-butoxycarbonyl-1piperazinyl)-2-pyrazinyloxy]ethanol), OC=1C=CC(=C2C=CC=NC12)[N+](=O)[O-] (8-hydroxy-5-nitroquinoline), C1=CC=C(C=C1)P(C2=CC=CC=C2)C3=CC=CC=C3 (PPh3), C(Cl)Cl.C(=O)(C(F)(F)F)O.O (CH2Cl2 TFA H2O). Solvent: C1CCOC1 (THF). Conditions: time 2 hour. Product: Cl.[N+](=O)([O-])C1=C2C=CC=NC2=C(C=C1)OCCOC1=NC=CN=C1N1CCNCC1 (5-Nitro-8-(2-{[3-(1-piperazinyl)-2-pyrazinyl]oxy}ethoxy)quinoline, Hydrochloride). Yield: 15.0%. As a reaction SMILES: CCOC(/N=N/C(OCC)=O)=O.C(OC([N:20]1[CH2:25][CH2:24][N:23]([C:26]2[C:27]([O:32][CH2:33][CH2:34][OH:35])=[N:28][CH:29]=[CH:30][N:31]=2)[CH2:22][CH2:21]1)=O)(C)(C)C.O[C:37]1[CH:38]=[CH:39][C:40]([N+:47]([O-:49])=[O:48])=[C:41]2[C:46]=1[N:45]=[CH:44][CH:43]=[CH:42]2.C1C=CC(P(C2C=CC=CC=2)C2C=CC=CC=2)=CC=1.C(Cl)[Cl:70].C(O)(C(F)(F)F)=O.O>C1COCC1>[ClH:70].[N+:47]([C:40]1[CH:39]=[CH:38][C:37]([O:35][CH2:34][CH2:33][O:32][C:27]2[C:26]([N:23]3[CH2:22][CH2:21][NH:20][CH2:25][CH2:24]3)=[N:31][CH:30]=[CH:29][N:28]=2)=[C:46]2[C:41]=1[CH:42]=[CH:43][CH:44]=[N:45]2)([O-:49])=[O:48] |f:4.5.6,8.9|. Reported procedure: DEAD (0.485 mL, 3.08 mmol) was added to a stirred solution of 2-[3-(4-tert-butoxycarbonyl-1piperazinyl)-2-pyrazinyloxy]ethanol (1.00 g, 3.08 mmol; prepared in Example 52, Step 2), 8-hydroxy-5-nitroquinoline (0.589 g, 3.08 mmol) and PPh3 (0.85 g, 3 24 mmol) in THF (10 mL). The mixture was stirred at room temperature for 2 h, and concentrated. The residue was passed through a silica column using toluene/EtOAc (1.1) as eluent The N-Boc protected intermediate obtained was treated with CH2Cl2/TFA/H2O... The reactants are COC(=O)c1ccc(C)c(-n2cnc(OCc3ccc(F)cc3F)cc2=O)c1, [Na+], C1COCCO1, [OH-]. Yields the product Cc1ccc(C(=O)O)cc1-n1cnc(OCc2ccc(F)cc2F)cc1=O. Reaction SMILES: [F:1][c:2]1[c:3]([CH2:4][O:5][c:6]2[n:7][cH:8][n:9](-[c:13]3[cH:14][c:15]([C:16](=[O:17])[O:18][CH3:19])[cH:20][cH:21][c:22]3[CH3:23])[c:10](=[O:12])[cH:11]2)[cH:24][cH:25][c:26]([F:28])[cH:27]1.[Na+:30].[O:31]1[CH2:32][CH2:33][O:34][CH2:35][CH2:36]1.[OH-:29]>>[F:1][c:2]1[c:3]([CH2:4][O:5][c:6]2[n:7][cH:8][n:9](-[c:13]3[cH:14][c:15]([C:16](=[O:17])[OH:18])[cH:20][cH:21][c:22]3[CH3:23])[c:10](=[O:12])[cH:11]2)[cH:24][cH:25][c:26]([F:28])[cH:27]1. Reactants: N1=CC=C(C=C1)N1C(NCC1)=O (1-(4-pyridyl)-2-imidazolidinone), BrCCCCCCCOC1=CC=C(C=C1)Cl (1-Bromo-7-(4-chlorophenoxy)heptane), [H-].[Na+] (NaH). Solvent: CN(C=O)C (dimethylformamide). Run at time 30 minute. The product is ClC1=CC=C(OCCCCCCCN2C(N(CC2)C2=CC=NC=C2)=O)C=C1 (1-[7-(4-chlorophenoxy)heptyl]-3-(4-pyridyl)-2-imidazolidinone), solid. Isolated yield 62.0%. Reaction SMILES: [N:1]1[CH:6]=[CH:5][C:4]([N:7]2[CH2:11][CH2:10][NH:9][C:8]2=[O:12])=[CH:3][CH:2]=1.[H-].[Na+].Br[CH2:16][CH2:17][CH2:18][CH2:19][CH2:20][CH2:21][CH2:22][O:23][C:24]1[CH:29]=[CH:28][C:27]([Cl:30])=[CH:26][CH:25]=1>CN(C)C=O>[Cl:30][C:27]1[CH:28]=[CH:29][C:24]([O:23][CH2:22][CH2:21][CH2:20][CH2:19][CH2:18][CH2:17][CH2:16][N:9]2[CH2:10][CH2:11][N:7]([C:4]3[CH:3]=[CH:2][N:1]=[CH:6][CH:5]=3)[C:8]2=[O:12])=[CH:25][CH:26]=1 |f:1.2|. Reported procedure: To a solution of 1-(4-pyridyl)-2-imidazolidinone (0.10 g, 0.62 mmol) dissolved in 10 mL dimethylformamide cooled in an ice bath was added NaH (60% dispersion in mineral oil, 27.2 mg, 0.68 mmol). The mixture was stirred at room temperature for 30 minutes then cooled in ice bath again. 1-Bromo-7-(4-chlorophenoxy)heptane (0.19 g, 0.62 mmol) was added, and the mixture was stirred at room temperature for additional 4 hours. The reaction was quenched with methanol, and the solvent was removed under re... Yields the product OCC1CCC2N(CCN(C2)C2=NC=CC=N2)C1 ((7RS,9aSR)-7-Hydroxymethyl-2-(pyrimidin-2-yl)-2,3,4,6,7,8,9,9a-octahydro-1H-pyrido[1,2-a]pyrazine). Isolated yield 72.5%. Run in O (water). RXN SMILES: [OH:1][CH2:2][CH:3]1[CH2:12][N:7]2[CH2:8][CH2:9][NH:10][CH2:11][CH:6]2[CH2:5][CH2:4]1.Cl[C:14]1[N:19]=[CH:18][CH:17]=[CH:16][N:15]=1.C(=O)([O-])[O-].[Na+].[Na+]>O>[OH:1][CH2:2][CH:3]1[CH2:12][N:7]2[CH2:8][CH2:9][N:10]([C:14]3[N:19]=[CH:18][CH:17]=[CH:16][N:15]=3)[CH2:11][CH:6]2[CH2:5][CH2:4]1 |f:2.3.4|. Procedure details: A mixture of 4.5 g (26 mmol) of (7RS,9aSR)-7-hydroxymethyl-2,3,4,6,7,8,9,9a-octahydro-1H-pyrido[1,2-a]pyrazine (U.S. Pat. No. 5,326,874), 3.0 g (26 mmol) of 2-chloropyrimidine, and 6.7 g (63 mmol) of sodium carbonate in 100 mL of water is heated at 95° C. for 16 h. The mixture was cooled to room temperature, extracted with methylene chloride (3×), the combined organic layers were washed with water and brine, dried, filtered and evaporated to give 4.68 g (72%) of the title compound which was used... The reactants are ClC1=NC=CC=N1 (2-chloropyrimidine), C([O-])([O-])=O.[Na+].[Na+] (sodium carbonate), OCC1CCC2N(CCNC2)C1 ((7RS,9aSR)-7-hydroxymethyl-2,3,4,6,7,8,9,9a-octahydro-1H-pyrido[1,2-a]pyrazine). Starting materials: C[S-], CO, Cl, [Na+], CC([O-])=[SH]C(c1ccccc1)C1CN(Cc2ccccc2)CCO1. Product: SC(c1ccccc1)C1CN(Cc2ccccc2)CCO1. Reaction SMILES: [CH3:25][S-:26].[CH3:29][OH:30].[ClH:28].[Na+:27].[c:1]1([CH:7]([SH:8]=[C:9]([O-:10])[CH3:11])[CH:12]2[O:13][CH2:14][CH2:15][N:16]([CH2:18][c:19]3[cH:20][cH:21][cH:22][cH:23][cH:24]3)[CH2:17]2)[cH:2][cH:3][cH:4][cH:5][cH:6]1>>[c:1]1([CH:7]([SH:8])[CH:12]2[O:13][CH2:14][CH2:15][N:16]([CH2:18][c:19]3[cH:20][cH:21][cH:22][cH:23][cH:24]3)[CH2:17]2)[cH:2][cH:3][cH:4][cH:5][cH:6]1. RXN SMILES: [O:1]1[CH:7]([C:8]([OH:10])=[O:9])[CH2:6][CH2:5][NH:4][CH2:3][CH2:2]1.Cl[C:12]1[N:17]=[CH:16][C:15]([B:18]([OH:20])[OH:19])=[CH:14][N:13]=1>>[B:18]([C:15]1[CH:14]=[N:13][C:12]([N:4]2[CH2:5][CH2:6][CH:7]([C:8]([OH:10])=[O:9])[O:1][CH2:2][CH2:3]2)=[N:17][CH:16]=1)([OH:20])[OH:19]. Reported procedure: The title compound was prepared from 1,4-oxazepane-7-carboxylic acid and (2-chloropyrimidin-5-yl)boronic acid in accordance with General Method C. Reactants: O1CCNCCC1C(=O)O (1,4-oxazepane-7-carboxylic acid), ClC1=NC=C(C=N1)B(O)O ((2-chloropyrimidin-5-yl)boronic acid). The product is B(O)(O)C=1C=NC(=NC1)N1CCOC(CC1)C(=O)O (4-(5-Boronopyrimidin-2-yl)-1,4-oxazepane-7-carboxylic acid).